Dataset: the Open Reaction Database (ORD), a public repository of structured organic reaction records. Task: describe an organic reaction: reactants, conditions, products, and yield Procedure: To a solution of 8-bromo-2-[(3-methylbutyl)oxy]-9-(tetrahydro-2H-pyran-2-yl)-9H-purin-6-amine (314 mg) was added sodium methoxide solution (0.460 mL, 30% wt. MeOH) and the mixture was stirred at reflux for 4 h. The reaction was allowed to cool and was concentrated in vacuo to give an orange residue. The residue was taken up in EtOAc (20 mL) and was extracted with saturated ammonium chloride solution (20 mL), followed by water (20 mL). The organics were separated, dried over MgSO4, filtered and c... Reactants: BrC=1N(C2=NC(=NC(=C2N1)N)OCCC(C)C)C1OCCCC1 (8-bromo-2-[(3-methylbutyl)oxy]-9-(tetrahydro-2H-pyran-2-yl)-9H-purin-6-amine), C[O-].[Na+] (sodium methoxide). The solvent is CCOC(=O)C (EtOAc). Yields the product CC(CCOC1=NC(=C2N=C(N(C2=N1)C1OCCCC1)OC)N)C (2-[(3-Methyl butyl)oxy]-8-methoxy-9-(tetrahydro-2H-pyran-2-yl)-9H-Purin-6-amine). Reaction SMILES: Br[C:2]1[N:3]([CH:18]2[CH2:23][CH2:22][CH2:21][CH2:20][O:19]2)[C:4]2[C:9]([N:10]=1)=[C:8]([NH2:11])[N:7]=[C:6]([O:12][CH2:13][CH2:14][CH:15]([CH3:17])[CH3:16])[N:5]=2.[CH3:24][O-:25].[Na+]>CCOC(C)=O>[CH3:16][CH:15]([CH3:17])[CH2:14][CH2:13][O:12][C:6]1[N:5]=[C:4]2[C:9]([N:10]=[C:2]([O:25][CH3:24])[N:3]2[CH:18]2[CH2:23][CH2:22][CH2:21][CH2:20][O:19]2)=[C:8]([NH2:11])[N:7]=1 |f:1.2|. Reaction SMILES: [C:1]1(=O)[CH2:5][CH2:4][CH2:3][CH2:2]1.[SH:7][CH2:8][CH2:9][NH2:10].N1C=CC=CC=1.[Cl:17][CH:18]([Cl:22])[C:19](Cl)=[O:20]>O.C1C=CC=CC=1>[Cl:17][CH:18]([Cl:22])[C:19]([N:10]1[C:1]2([CH2:5][CH2:4][CH2:3][CH2:2]2)[S:7][CH2:8][CH2:9]1)=[O:20]. The solvent is O (water), C1=CC=CC=C1 (benzene). Yields the product ClC(C(=O)N1CCSC12CCCC2)Cl (N-dichloroacetyl-1-thia-4-azaspiro[4,4]nonane). The reactants are C1(CCCC1)=O (cyclopentanone), ClC(C(=O)Cl)Cl (dichloroacetyl chloride), SCCN (2-mercaptoethylamine), N1=CC=CC=C1 (pyridine). Procedure details: From a boiling mixture of 8.4 g. (0.1 moles) of cyclopentanone and 7.7 g. (0.1 mole) of 2-mercaptoethylamine in 100 ml. of benzene the water formed is continuously distilled off. Boiling is continued until 1.8 ml. of water are separated. The reaction mixture is then cooled and 8 g. (0.1 moles) of pyridine are added followed by a dropwise addition of 14.7 g. (0.1 moles) of dichloroacetyl chloride, with external salt/ice cooling. The reactants are F[C@@H]1[C@@H]2[C@H]3CCC(C=C3C[C@H]([C@H]2[C@@H]2CCC([C@@]2(C)C1)=O)CCCCCO[Si](C)(C)C(C)(C)C)=O (11β-fluoro-7α-{5-tert-butyl-dimethylsilyloxypentyl)-estr-4-ene-3,17-dione), O (water). Solvent: C(C)(=O)O (acetic acid). The product is F[C@@H]1[C@@H]2[C@H]3CCC(C=C3C[C@H]([C@H]2[C@@H]2CCC([C@@]2(C)C1)=O)CCCCCO)=O (11β-fluoro-7α-(5-hydroxypentyl)-estr-4-ene-3,17-dione). The yield is 115.1%. Reaction SMILES: [F:1][C@H:2]1[CH2:19][C@@:17]2([CH3:18])[C@@H:13]([CH2:14][CH2:15][C:16]2=[O:20])[C@H:12]2[C@H:3]1[C@@H:4]1[C:9]([CH2:10][C@H:11]2[CH2:21][CH2:22][CH2:23][CH2:24][CH2:25][O:26][Si](C(C)(C)C)(C)C)=[CH:8][C:7](=[O:34])[CH2:6][CH2:5]1.O>C(O)(=O)C>[F:1][C@H:2]1[CH2:19][C@@:17]2([CH3:18])[C@@H:13]([CH2:14][CH2:15][C:16]2=[O:20])[C@H:12]2[C@H:3]1[C@@H:4]1[C:9]([CH2:10][C@H:11]2[CH2:21][CH2:22][CH2:23][CH2:24][CH2:25][OH:26])=[CH:8][C:7](=[O:34])[CH2:6][CH2:5]1. Reported procedure: A solution of 23.1 g of 11β-fluoro-7α-{5-tert-butyl-dimethylsilyloxypentyl)-estr-4-ene-3,17-dione in 115 ml of The and 64 ml of water are stirred with 128 ml of glacial acetic acid for 2.5 hours at 50° C. The reaction mixture is concentrated by evaporation in a vacuum, taken up in ethyl acetate, washed with water and dried. 20.4 g of 11β-fluoro-7α-(5-hydroxypentyl)-estr-4-ene-3,17-dione is obtained as foam.